From a dataset of the Open Reaction Database (ORD), a public repository of structured organic reaction records. describe an organic reaction: reactants, conditions, products, and yield Reactants: Cl (HCl), FC(C1=CC(=C(C=C1OC)B1OC(C(O1)(C)C)(C)C)OC)F (2-(4-(difluoromethyl)-2,5-dimethoxyphenyl)-4,4,5,5-tetramethyl-1,3,2-dioxaborolane), ClC1=NC=CC2=CC(=CC=C12)S(=O)(=O)N(C=1SC=CN1)CC1=CC=C(C=C1)OC (1-chloro-N-(4-methoxybenzyl)-N-(thiazol-2-yl)isoquinoline-6-sulfonamide), C([O-])([O-])=O.[K+].[K+] (potassium carbonate). The reagents and catalysts are C1=CC=C(C=C1)P([C-]2C=CC=C2)C3=CC=CC=C3.C1=CC=C(C=C1)P([C-]2C=CC=C2)C3=CC=CC=C3.Cl[Pd]Cl.[Fe+2].C(Cl)Cl (PdCl2(dppf) CH2Cl2). Run in O1CCOCC1 (dioxane), O (water). Yields the product FC(C1=CC(=C(C=C1OC)C1=NC=CC2=CC(=CC=C12)S(=O)(=O)NC=1SC=CN1)OC)F (1-(4-(difluoromethyl)-2,5-dimethoxyphenyl)-N-(thiazol-2-yl)isoquinoline-6-sulfonamide). Isolated yield 17.8%. As a reaction SMILES: [F:1][CH:2]([F:22])[C:3]1[C:8]([O:9][CH3:10])=[CH:7][C:6](B2OC(C)(C)C(C)(C)O2)=[C:5]([O:20][CH3:21])[CH:4]=1.Cl[C:24]1[C:33]2[C:28](=[CH:29][C:30]([S:34]([N:37](CC3C=CC(OC)=CC=3)[C:38]3[S:39][CH:40]=[CH:41][N:42]=3)(=[O:36])=[O:35])=[CH:31][CH:32]=2)[CH:27]=[CH:26][N:25]=1.C(=O)([O-])[O-].[K+].[K+].Cl>O1CCOCC1.O.C1C=CC(P(C2C=CC=CC=2)[C-]2C=CC=C2)=CC=1.C1C=CC(P(C2C=CC=CC=2)[C-]2C=CC=C2)=CC=1.Cl[Pd]Cl.[Fe+2].C(Cl)Cl>[F:22][CH:2]([F:1])[C:3]1[C:8]([O:9][CH3:10])=[CH:7][C:6]([C:24]2[C:33]3[C:28](=[CH:29][C:30]([S:34]([NH:37][C:38]4[S:39][CH:40]=[CH:41][N:42]=4)(=[O:36])=[O:35])=[CH:31][CH:32]=3)[CH:27]=[CH:26][N:25]=2)=[C:5]([O:20][CH3:21])[CH:4]=1 |f:2.3.4,8.9.10.11.12|. Reported procedure: A solution of PdCl2(dppf)-CH2Cl2 adduct (7.78 mg, 9.53 μmol), 2-(4-(difluoromethyl)-2,5-dimethoxyphenyl)-4,4,5,5-tetramethyl-1,3,2-dioxaborolane (Intermediate NNNNN; 0.078 g, 0.248 mmol), 1-chloro-N-(4-methoxybenzyl)-N-(thiazol-2-yl)isoquinoline-6-sulfonamide (Intermediate JJJ; 0.085 g, 0.191 mmol), and potassium carbonate (0.079 g, 0.572 mmol) in 2 mL dioxane, 1 mL water was heated to 100° C. overnight. LC/MS showed mostly product, so the reaction mixture was allowed to cool to room temperature... Reactants: C(C1=CC=CC=C1)OC1=CC=C(C2=C1NC(S2)=O)[C@H](CN(CCCCCCOCCCCC2=CC=CC=C2)CC2=CC=CC=C2)O (4-(Benzyloxy)-7-((1R)-2-{benzyl[6-(4-phenylbutoxy)hexyl]amino}-1-hydroxyethyl)-1,3-benzothiazol-2(3H)-one), C(=O)O (formic acid). Reagents/catalysts: [Pd] (palladium black). Conditions: time 8 hour. The product is C(=O)O.OC1=CC=C(C2=C1NC(S2)=O)[C@H](CNCCCCCCOCCCCC2=CC=CC=C2)O (4-Hydroxy-7-((1R)-1-hydroxy-2-{[6-(4-phenylbutoxy)hexyl]amino}ethyl)-1,3-benzothiazol-2(3H)-one formate). RXN SMILES: C([O:8][C:9]1[C:14]2[NH:15][C:16](=[O:18])[S:17][C:13]=2[C:12]([C@@H:19]([OH:46])[CH2:20][N:21](CC2C=CC=CC=2)[CH2:22][CH2:23][CH2:24][CH2:25][CH2:26][CH2:27][O:28][CH2:29][CH2:30][CH2:31][CH2:32][C:33]2[CH:38]=[CH:37][CH:36]=[CH:35][CH:34]=2)=[CH:11][CH:10]=1)C1C=CC=CC=1.[CH:47]([OH:49])=[O:48]>[Pd]>[CH:47]([OH:49])=[O:48].[OH:8][C:9]1[C:14]2[NH:15][C:16](=[O:18])[S:17][C:13]=2[C:12]([C@@H:19]([OH:46])[CH2:20][NH:21][CH2:22][CH2:23][CH2:24][CH2:25][CH2:26][CH2:27][O:28][CH2:29][CH2:30][CH2:31][CH2:32][C:33]2[CH:34]=[CH:35][CH:36]=[CH:37][CH:38]=2)=[CH:11][CH:10]=1 |f:3.4|. Reported procedure: 4-(Benzyloxy)-7-((1R)-2-{benzyl[6-(4-phenylbutoxy)hexyl]amino}-1-hydroxyethyl)-1,3-benzothiazol-2(3H)-one (7.4 mg) was dissolved in 98% formic acid (0.5 ml)and palladium black catalyst (4 mg) added. After stirring for 8 h, the catalyst was removed by filtration through celite and the filtrate evaporated in vacuo. The residue was purified on mass directed autoprep, to give the title compound (0.51 mg). LCMS RT=2.95 min. ES+ve 459 (M+H)+